This data is from the Open Reaction Database (ORD), a public repository of structured organic reaction records. The task is: describe an organic reaction: reactants, conditions, products, and yield The reactants are C(N)(=O)C1=C(C=C(N=N1)N[C@H]1[C@H](CCCC1)NC(OC(C)(C)C)=O)NC1=NC(=CC=C1)C(C)(C)C#N (tert-butyl (1S,2R)-2-(6-carbamoyl-5-(6-(2-cyanopropan-2-yl)pyridin-2-ylamino)pyridazin-3-ylamino)cyclohexylcarbamate), C(=O)(C(F)(F)F)O (TFA). Solvent: C(Cl)Cl (CH2Cl2). Conditions: time 18 hour. Product: N[C@@H]1[C@@H](CCCC1)NC1=CC(=C(N=N1)C(=O)N)NC1=NC(=CC=C1)C(C)(C)C#N (6-((1R,2S)-2-aminocyclohexylamino)-4-(6-(2-cyanopropan-2-yl)pyridin-2-ylamino)pyridazine-3-carboxamide). Isolated yield 57.1%. RXN SMILES: [C:1]([C:4]1[N:9]=[N:8][C:7]([NH:10][C@@H:11]2[CH2:16][CH2:15][CH2:14][CH2:13][C@@H:12]2[NH:17]C(=O)OC(C)(C)C)=[CH:6][C:5]=1[NH:25][C:26]1[CH:31]=[CH:30][CH:29]=[C:28]([C:32]([C:35]#[N:36])([CH3:34])[CH3:33])[N:27]=1)(=[O:3])[NH2:2].C(O)(C(F)(F)F)=O>C(Cl)Cl>[NH2:17][C@H:12]1[CH2:13][CH2:14][CH2:15][CH2:16][C@H:11]1[NH:10][C:7]1[N:8]=[N:9][C:4]([C:1]([NH2:2])=[O:3])=[C:5]([NH:25][C:26]2[CH:31]=[CH:30][CH:29]=[C:28]([C:32]([C:35]#[N:36])([CH3:34])[CH3:33])[N:27]=2)[CH:6]=1. Procedure: To a solution of tert-butyl (1S,2R)-2-(6-carbamoyl-5-(6-(2-cyanopropan-2-yl)pyridin-2-ylamino)pyridazin-3-ylamino)cyclohexylcarbamate (110 mg, 222 μmol) in CH2Cl2 (3.00 mL) was added TFA (1.48 g, 1.00 mL, 13.0 mmol) and the reaction mixture stirred to room temperature for 18 h. Solvents evaporated and residue purified by flash column (spherical silica 20-45 μM, 23 g, Versaflash Supelco) eluting with 0 to 5% over 20 min (MeOH containing 10% NH4OH)/CH2Cl2 to give 6-((1R,2S)-2-aminocyclohexylamino)...